This data is from the Open Reaction Database (ORD), a public repository of structured organic reaction records. The task is: describe an organic reaction: reactants, conditions, products, and yield The reactants are P(O)(O)(O)=O (phosphoric acid), S(=O)([O-])S(=O)[O-].[Na+].[Na+] (sodium dithionite), NC1=CC(NC(N1CC1=CC(=C(C=C1)OC)OCC1=CC=CC=C1)=S)=O (6-amino-1-(3-benzyloxy-4-methoxy-benzyl)-2-thiouracil), N(=O)[O-].[Na+] (sodium nitrite). The solvent is O (water), O (water), CO (methanol), CS(=O)C (DMSO), C1CCOC1 (THF). Conditions: temperature 30 celsius, time 30 minute. Yields the product C(C1=CC=CC=C1)OC=1C=C(CN2C(=S)NC(=O)C(=C2N)N)C=CC1OC (1-(3-benzyloxy-4-methoxy-benzyl)-5,6-diamino-2-thiouracil). Isolated yield 105.6%. RXN SMILES: [NH2:1][C:2]1[N:7]([CH2:8][C:9]2[CH:14]=[CH:13][C:12]([O:15][CH3:16])=[C:11]([O:17][CH2:18][C:19]3[CH:24]=[CH:23][CH:22]=[CH:21][CH:20]=3)[CH:10]=2)[C:6](=[S:25])[NH:5][C:4](=[O:26])[CH:3]=1.P(=O)(O)(O)O.[N:32]([O-])=O.[Na+].S(S([O-])=O)([O-])=O.[Na+].[Na+]>CS(C)=O.C1COCC1.O.CO>[CH2:18]([O:17][C:11]1[CH:10]=[C:9]([CH:14]=[CH:13][C:12]=1[O:15][CH3:16])[CH2:8][N:7]1[C:2]([NH2:1])=[C:3]([NH2:32])[C:4](=[O:26])[NH:5][C:6]1=[S:25])[C:19]1[CH:24]=[CH:23][CH:22]=[CH:21][CH:20]=1 |f:2.3,4.5.6|. Procedure details: 6-amino-1-(3-benzyloxy-4-methoxy-benzyl)-2-thiouracil (36.94 g, 100 mmole) was dissolved in DMSO (74 ml), diluted with THF (185 ml) and treated with 85% phosphoric acid (7.46 ml). At 55-60° C., 4M sodium nitrite (30 ml, 120 mmole) was added slowly. After 30 minutes, methanol (10 ml) was added, the reaction was cooled to 30° C., and a suspension of 85% sodium dithionite (40.96 g, 200 mmole) in water (80 ml) was added slowly. After the addition of water (200 ml) the solvent was removed in vacuo an... Starting materials: NC(CC)C1=NN2C(C(N1CC1=CC=CC=C1)=O)=CC=C2 (2-(1-Amino-propyl)-3-benzyl-3H-pyrrolo[2,1-f][1,2,4]triazin-4-one), C(C)(C)(C)OC(NCCC=O)=O ((3-oxo-propyl)-carbamic acid tert-butyl ester), [BH-](OC(=O)C)(OC(=O)C)OC(=O)C.[Na+] (NaBH(OAc)3). Solvent: CO (CH3OH). Reaction conditions: temperature 25 celsius, time 1 hour. Product: C(C)(C)(C)OC(NCCCNC(CC)C1=NN2C(C(N1CC1=CC=CC=C1)=O)=CC=C2)=O ((±)-{3-[1-(3-Benzyl-4-oxo-3,4-dihydro-pyrrolo[2,1-f][1,2,4]triazin-2-yl)-propylamino]-propyl}-carbamic acid tert-butyl ester). The yield is 72.6%. As a reaction SMILES: [NH2:1][CH:2]([C:5]1[N:10]([CH2:11][C:12]2[CH:17]=[CH:16][CH:15]=[CH:14][CH:13]=2)[C:9](=[O:18])[C:8]2=[CH:19][CH:20]=[CH:21][N:7]2[N:6]=1)[CH2:3][CH3:4].[C:22]([O:26][C:27](=[O:33])[NH:28][CH2:29][CH2:30][CH:31]=O)([CH3:25])([CH3:24])[CH3:23].[BH-](OC(C)=O)(OC(C)=O)OC(C)=O.[Na+]>CO>[C:22]([O:26][C:27](=[O:33])[NH:28][CH2:29][CH2:30][CH2:31][NH:1][CH:2]([C:5]1[N:10]([CH2:11][C:12]2[CH:13]=[CH:14][CH:15]=[CH:16][CH:17]=2)[C:9](=[O:18])[C:8]2=[CH:19][CH:20]=[CH:21][N:7]2[N:6]=1)[CH2:3][CH3:4])([CH3:25])([CH3:24])[CH3:23] |f:2.3|. Procedure details: 2-(1-Amino-propyl)-3-benzyl-3H-pyrrolo[2,1-f][1,2,4]triazin-4-one (Example 26, 300 mg, 0.94 mmol) and (3-oxo-propyl)-carbamic acid tert-butyl ester (J. Med. Chem. 1985, 28, 317–323, 982 mg, 5.64 mmol) were dissolved in CH3OH (20 mL) and stirred for 1 h at 25° C. The mixture was then treated with NaBH(OAc)3 (1.19 g, 5.64 mmol) and stirred for 18 h. The reaction mixture was concentrated under vacuum and purified by preparative HPLC using a YMC S10 ODS 30×250 mm column affording the desired compoun... The reactants are C[C@]12CC[C@@]3([C@@H]([C@H]2CC[C@@H]2[C@]4(CC=C(C([C@@H]4CC[C@@]12C)(C)C)C1=CC=C(C(=O)OC)C=C1)C)[C@@H](CC3)C(=C)C)NCCN3CCNCC3 (methyl 4-((1R,3aS,5aR,5bR,7aR,11aS,11bR,13aR,13bR)-5a,5b,8,8,11a-pentamethyl-3a-((2-(piperazin-1-yl)ethyl)amino)-1-(prop-1-en-2-yl)-2,3,3a,4,5,5a,5b,6,7,7a,8,11,11a,11b,12,13,13a,13b-octadecahydro-1H-cyclopenta[a]chrysen-9-yl)benzoate), C(C(C)C)(=O)O (isobutyric acid). Product: C(C(C)C)(=O)N1CCN(CC1)CCN[C@]12[C@@H]([C@H]3CC[C@@H]4[C@]5(CC=C(C([C@@H]5CC[C@]4([C@@]3(CC1)C)C)(C)C)C1=CC=C(C(=O)O)C=C1)C)[C@@H](CC2)C(=C)C (4-((1R,3aS,5aR,5bR,7aR,11aS,11bR,13aR,13bR)-3a-((2-(4-isobutyrylpiperazin-1-yl)ethyl)amino)-5a,5b,8,8,11a-pentamethyl-1-(prop-1-en-2-yl)-2,3,3a,4,5,5a,5b,6,7,7a,8,11,11a,11b,12,13,13a,13b-octadecahydro-1H-cyclopenta[a]chrysen-9-yl)benzoic acid). As a reaction SMILES: [CH3:1][C@:2]12[C@@:19]3([CH3:20])[C@@H:10]([C@:11]4([CH3:33])[C@@H:16]([CH2:17][CH2:18]3)[C:15]([CH3:22])([CH3:21])[C:14]([C:23]3[CH:32]=[CH:31][C:26]([C:27]([O:29]C)=[O:28])=[CH:25][CH:24]=3)=[CH:13][CH2:12]4)[CH2:9][CH2:8][C@@H:7]1[C@H:6]1[C@H:34]([C:37]([CH3:39])=[CH2:38])[CH2:35][CH2:36][C@:5]1([NH:40][CH2:41][CH2:42][N:43]1[CH2:48][CH2:47][NH:46][CH2:45][CH2:44]1)[CH2:4][CH2:3]2.[C:49](O)(=[O:53])[CH:50]([CH3:52])[CH3:51]>>[C:49]([N:46]1[CH2:47][CH2:48][N:43]([CH2:42][CH2:41][NH:40][C@:5]23[CH2:36][CH2:35][C@@H:34]([C:37]([CH3:39])=[CH2:38])[C@@H:6]2[C@@H:7]2[C@@:2]([CH3:1])([CH2:3][CH2:4]3)[C@@:19]3([CH3:20])[C@@H:10]([C@:11]4([CH3:33])[C@@H:16]([CH2:17][CH2:18]3)[C:15]([CH3:22])([CH3:21])[C:14]([C:23]3[CH:24]=[CH:25][C:26]([C:27]([OH:29])=[O:28])=[CH:31][CH:32]=3)=[CH:13][CH2:12]4)[CH2:9][CH2:8]2)[CH2:44][CH2:45]1)(=[O:53])[CH:50]([CH3:52])[CH3:51]. Procedure: The title compound (0.4 mg) was prepared from methyl 4-((1R,3aS,5aR,5bR,7aR,11aS,11bR,13aR,13bR)-5a,5b,8,8,11a-pentamethyl-3a-((2-(piperazin-1-yl)ethyl)amino)-1-(prop-1-en-2-yl)-2,3,3a,4,5,5a,5b,6,7,7a,8,11,11a,11b,12,13,13a,13b-octadecahydro-1H-cyclopenta[a]chrysen-9-yl)benzoate following the general procedure as described above using isobutyric acid as the acylating agent. LCMS: m/e 712.8 (M+H)+, 4.46 min (method 15). 1H NMR (500 MHz, METHANOL-d4) δ 7.88 (d, J=8.2 Hz, 2H), 7.15 (d, J=7.9 Hz, 2... Reactants: ClC1=C(C=C(C=C1OC)C=1OC=CC1)OC (2-(4-chloro-3,5-dimethoxyphenyl)furan), C(C)OC(C(=O)N(C)OC)C1=CC=C(C=C1)C=1OC(=NN1)C (2-ethoxy-N-methoxy-N-methyl-2-(4-(5-methyl-1,3,4-oxadiazol-2-yl)phenyl)acetamide). The product is ClC1=C(C=C(C=C1OC)C1=CC=C(O1)C(C(C1=CC=C(C=C1)C=1OC(=NN1)C)OCC)=O)OC (1-(5-(4-Chloro-3,5-dimethoxyphenyl)furan-2-yl)-2-ethoxy-2-(4-(5-methyl-1,3,4-oxadiazol-2-yl)phenyl)ethanone), product. Yield: 25.0%. As a reaction SMILES: [Cl:1][C:2]1[C:7]([O:8][CH3:9])=[CH:6][C:5]([C:10]2[O:11][CH:12]=[CH:13][CH:14]=2)=[CH:4][C:3]=1[O:15][CH3:16].[CH2:17]([O:19][CH:20]([C:27]1[CH:32]=[CH:31][C:30]([C:33]2[O:34][C:35]([CH3:38])=[N:36][N:37]=2)=[CH:29][CH:28]=1)[C:21](N(OC)C)=[O:22])[CH3:18]>>[Cl:1][C:2]1[C:7]([O:8][CH3:9])=[CH:6][C:5]([C:10]2[O:11][C:12]([C:21](=[O:22])[CH:20]([O:19][CH2:17][CH3:18])[C:27]3[CH:28]=[CH:29][C:30]([C:33]4[O:34][C:35]([CH3:38])=[N:36][N:37]=4)=[CH:31][CH:32]=3)=[CH:13][CH:14]=2)=[CH:4][C:3]=1[O:15][CH3:16]. Procedure details: 1-(5-(4-Chloro-3,5-dimethoxyphenyl)furan-2-yl)-2-ethoxy-2-(4-(5-methyl-1,3,4-oxadiazol-2-yl)phenyl)ethanone was prepared from 2-(4-chloro-3,5-dimethoxyphenyl)furan and 2-ethoxy-N-methoxy-N-methyl-2-(4-(5-methyl-1,3,4-oxadiazol-2-yl)phenyl)acetamide according to the procedure used in Example 30. Purification by chromatography (60% EtOAc-hexanes) gave the product as a pale yellow solid (0.122 g, 25% yield). MS: m/z 483.1 [M+H]+.